This data is from the Open Reaction Database (ORD), a public repository of structured organic reaction records. The task is: describe an organic reaction: reactants, conditions, products, and yield Starting materials: solution, C(CCC)[Li] (n-butyllithium), C(#N)C1=CC=C(C=O)C=C1 (4-cyanobenzaldehyde), FC1=CC=C(C=C1)Br (4-fluorobromobenzene), O (water). The solvent is CCCCCC (hexane), O1CCCC1 (tetrahydrofuran), O1CCCC1 (tetrahydrofuran), C(C)(=O)OCC (ethyl acetate). Reaction conditions: time 15 minute. Product: FC1=CC=C(C=C1)C(C1=CC=C(C#N)C=C1)O (4-[(4-Fluorophenyl)(hydroxy)methyl]benzonitrile). As a reaction SMILES: [F:1][C:2]1[CH:7]=[CH:6][C:5](Br)=[CH:4][CH:3]=1.C([Li])CCC.[C:14]([C:16]1[CH:23]=[CH:22][C:19]([CH:20]=[O:21])=[CH:18][CH:17]=1)#[N:15].O>O1CCCC1.CCCCCC.C(OCC)(=O)C>[F:1][C:2]1[CH:7]=[CH:6][C:5]([CH:20]([OH:21])[C:19]2[CH:22]=[CH:23][C:16]([C:14]#[N:15])=[CH:17][CH:18]=2)=[CH:4][CH:3]=1. Procedure: 5.00 g (28.57 mmol) of 4-fluorobromobenzene were dissolved in 100 ml tetrahydrofuran at −78° C. Addition of 21.4 ml (34.29 mmol) of a 1.6N solution of n-butyllithium in hexane was followed by stirring for 15 min and then dropwise addition of 4.50 g (34.29 mmol) of 4-cyanobenzaldehyde dissolved in 30 ml of tetrahydrofuran. The mixture was stirred at −78° C. for 1 h, warmed to RT and then stirred for 1 h. The reaction solution was mixed with water and ethyl acetate and the phases were separated. T...